This data is from the Open Reaction Database (ORD), a public repository of structured organic reaction records. The task is: describe an organic reaction: reactants, conditions, products, and yield Reactants: NC1=C(C(=NC=C1Cl)OCCO)Cl (4-amino-3,5-dichloro-2-(2-hydroxyethoxy)pyridine), C(C)(=O)Cl (acetylchloride), O (water). Run in N1=CC=CC=C1 (pyridine). Conditions: time 1 hour. The product is NC1=C(C(=NC=C1Cl)OCCOC(C)=O)Cl (4-Amino-3,5-dichloro-2-(2-acetoxyethoxy)pyridine). Reaction SMILES: [NH2:1][C:2]1[C:7]([Cl:8])=[CH:6][N:5]=[C:4]([O:9][CH2:10][CH2:11][OH:12])[C:3]=1[Cl:13].[C:14](Cl)(=[O:16])[CH3:15].O>N1C=CC=CC=1>[NH2:1][C:2]1[C:7]([Cl:8])=[CH:6][N:5]=[C:4]([O:9][CH2:10][CH2:11][O:12][C:14](=[O:16])[CH3:15])[C:3]=1[Cl:13]. Procedure details: To a solution of 22.3 grams (0.1 mole) of 4-amino-3,5-dichloro-2-(2-hydroxyethoxy)pyridine (prepared by the method of Example I) dissolved in 150 milliliters of pyridine was added dropwise, with agitation, 8.7 grams (0.11 mole) of acetylchloride. The mixture was brought to reflux (~100° C.) and held at this temperature for 1 hour. The mixture was cooled to room temperature and poured into water. The oil which separated was extracted with methylene chloride, washed with 200 milliliters of water a...